From a dataset of the Open Reaction Database (ORD), a public repository of structured organic reaction records. describe an organic reaction: reactants, conditions, products, and yield Reactants: C(C)(C)N=C=NC(C)C (1,3-diisopropylcarbodiimide), cuprous chloride, C(C1=CC=CC=C1)O (benzyl alcohol). Run at temperature 0 celsius, time 8 hour. The product is C(C1=CC=CC=C1)OC(NC(C)C)=NC(C)C (2-benzyl-1,3-diisopropyl isourea). RXN SMILES: [CH:1]([N:4]=[C:5]=[N:6][CH:7]([CH3:9])[CH3:8])([CH3:3])[CH3:2].[CH2:10]([OH:17])[C:11]1[CH:16]=[CH:15][CH:14]=[CH:13][CH:12]=1>>[CH2:10]([O:17][C:5](=[N:6][CH:7]([CH3:9])[CH3:8])[NH:4][CH:1]([CH3:3])[CH3:2])[C:11]1[CH:16]=[CH:15][CH:14]=[CH:13][CH:12]=1. Procedure details: A neat solution of 18.6 mL (15 g, 118.8 mmol) of 1,3-diisopropylcarbodiimide and 60 mg (0.6 mmol) of cuprous chloride was placed under a blanket of argon and then cooled to 0° C. in an ice bath. To this reaction mixture was added dropwise (via syringe) 12.9 mL (13.5 g, 124.7 mmol) of benzyl alcohol. The resultant green reaction mixture was allowed to stir at 0° C. overnight, filtered through celite (rinsing with hexane) and the filtrate then Kugelrohr distilled (105° C., 2 mm Hg) to give 2-benzy... Starting materials: ClC(C(=O)O)OC=1SC=CC1 (2-chloro-thienyloxy acetic acid), C[O-].[K+] (potassium methylate), CI (methyl iodide). Solvent: CO (methanol). The product is COC(C(Cl)OC=1SC=CC1)=O (methyl-2-chloro-thienyloxy-acetate). Yield: 86.5%. As a reaction SMILES: [Cl:1][CH:2]([O:6][C:7]1[S:8][CH:9]=[CH:10][CH:11]=1)[C:3]([OH:5])=[O:4].[CH3:12][O-].[K+].CI>CO>[CH3:12][O:4][C:3](=[O:5])[CH:2]([O:6][C:7]1[S:8][CH:9]=[CH:10][CH:11]=1)[Cl:1] |f:1.2|. Reported procedure: A mixture of 1.93 g of the product of Step A, 25 ml of methanol, 0.75 g of potassium methylate and 25 ml of methyl iodide was refluxed for 24 hours and was then evaporated to dryness. The residue was taken up in ether and the ether phase was washed with dilute sodium bicarbonate, dried, treated with activated carbon and was filtered. The filtrate was evaporated to dryness to obtain 1.79 g of methyl-2-chloro-thienyloxy-acetate.